This data is from the Open Reaction Database (ORD), a public repository of structured organic reaction records. The task is: describe an organic reaction: reactants, conditions, products, and yield Starting materials: C1C2CC3CC1CC(C2)C3=O (2-adamantone), C[Li] (CH3Li), [NH4+].[Cl-] (NH4Cl). The solvent is CCOCC (ether). Run at temperature 0 celsius. Yields the product CC1(C2CC3CC(C2)CC1C3)O (2-methyl-2-adamantol). Yield: 95.0%. RXN SMILES: [CH2:1]1[CH:6]2[CH2:7][CH:8]3[C:10](=[O:11])[CH:4]([CH2:5]2)[CH2:3][CH:2]1[CH2:9]3.[CH3:12][Li].[NH4+].[Cl-]>CCOCC>[CH3:12][C:10]1([OH:11])[CH:4]2[CH2:5][CH:6]3[CH2:1][CH:2]([CH2:3]2)[CH2:9][CH:8]1[CH2:7]3 |f:2.3|. Procedure details: To a solution of 2-adamantone (1.50 g, 10 mmol) in ether was added CH3Li (7.5 ml, 1.6M in ether, 12 mmol) dropwise at 0° C. under a N2 atmosphere. The mixture was stirred for another hr at 0° C., then brought to ambient temperature and stirred overnight. Saturated NH4Cl solution was added and extracted with ether for three times. The combined ether was dried over MgSO4 and concentrated in vacuo. The crude residue was separated by flash column chromatography (CH2Cl2 to 5% CH3OH/CH2Cl2) to give 56... Run at time 14 hour. Solvent: N1=CC=CC=C1 (pyridine), C(C)(=O)OCC (ethyl acetate). Reaction SMILES: [NH2:1][C:2]1[CH:6]=[C:5]([C:7]2[CH:12]=[CH:11][CH:10]=[CH:9][CH:8]=2)[NH:4][N:3]=1.[C:13]1([CH2:19][CH2:20][C:21](Cl)=[O:22])[CH:18]=[CH:17][CH:16]=[CH:15][CH:14]=1>N1C=CC=CC=1.C(OCC)(=O)C>[C:7]1([C:5]2[NH:4][N:3]=[C:2]([NH:1][C:21](=[O:22])[CH2:20][CH2:19][C:13]3[CH:18]=[CH:17][CH:16]=[CH:15][CH:14]=3)[CH:6]=2)[CH:12]=[CH:11][CH:10]=[CH:9][CH:8]=1. Procedure details: 3-Amino-5-phenylpyrazole (160 mg) was dissolved in pyridine (1 ml) to which was subsequently added 3-phenylpropionyl chloride (0.15 ml), and the mixture was stirred at room temperature for 14 hours and then at 50° C. for 30 minutes. The reaction solution was diluted with ethyl acetate (15 ml), washed with water (15 ml), 10% citric acid (15 ml), 1 N aqueous sodium hydroxide solution (15 ml) and saturated brine (15 ml) and then dried over anhydrous sodium sulfate. The solvent was distilled away un... Yields the product C1(=CC=CC=C1)C1=CC(=NN1)NC(CCC1=CC=CC=C1)=O (5-phenyl-3-(3-phenylpropionyl)aminopyrazole). Reactants: NC1=NNC(=C1)C1=CC=CC=C1 (3-Amino-5-phenylpyrazole), C1(=CC=CC=C1)CCC(=O)Cl (3-phenylpropionyl chloride).